Dataset: the Open Reaction Database (ORD), a public repository of structured organic reaction records. Task: describe an organic reaction: reactants, conditions, products, and yield Starting materials: O=C([O-])[O-], CS(C)=O, N#Cc1ccc(Oc2ccc(C=O)cc2)cc1, [K+], [K+], O, OO. Product: NC(=O)c1ccc(Oc2ccc(C=O)cc2)cc1. Reaction SMILES: [C:22](=[O:23])([O-:24])[O-:25].[CH3:18][S:19](=[O:20])[CH3:21].[CH:1](=[O:2])[c:3]1[cH:4][cH:5][c:6]([O:7][c:8]2[cH:9][cH:10][c:11]([C:12]#[N:13])[cH:14][cH:15]2)[cH:16][cH:17]1.[K+:26].[K+:27].[OH2:30].[OH:28][OH:29]>>[CH:1](=[O:2])[c:3]1[cH:4][cH:5][c:6]([O:7][c:8]2[cH:9][cH:10][c:11]([C:12]([NH2:13])=[O:20])[cH:14][cH:15]2)[cH:16][cH:17]1. The reactants are FC(C1=NN(C=2CCCCC12)C1=CC=C(C=C1)CC(=O)O)(F)F ({4-[3-(trifluoromethyl)-4,5,6,7-tetrahydro-1H-indazol-1-yl]phenyl}acetic acid), CNCCC1=CC=CC=C1 (N-methylphenethylamine). The product is CN(C(CC1=CC=C(C=C1)N1N=C(C=2CCCCC12)C(F)(F)F)=O)CCC1=CC=CC=C1 (N-methyl-N-(2-phenylethyl)-2-{4-[3-(trifluoromethyl)-4,5,6,7-tetrahydro-1H-indazol-1-yl]phenyl}acetamide). RXN SMILES: [F:1][C:2]([F:23])([F:22])[C:3]1[C:11]2[CH2:10][CH2:9][CH2:8][CH2:7][C:6]=2[N:5]([C:12]2[CH:17]=[CH:16][C:15]([CH2:18][C:19]([OH:21])=O)=[CH:14][CH:13]=2)[N:4]=1.[CH3:24][NH:25][CH2:26][CH2:27][C:28]1[CH:33]=[CH:32][CH:31]=[CH:30][CH:29]=1>>[CH3:24][N:25]([CH2:26][CH2:27][C:28]1[CH:33]=[CH:32][CH:31]=[CH:30][CH:29]=1)[C:19](=[O:21])[CH2:18][C:15]1[CH:14]=[CH:13][C:12]([N:5]2[C:6]3[CH2:7][CH2:8][CH2:9][CH2:10][C:11]=3[C:3]([C:2]([F:23])([F:22])[F:1])=[N:4]2)=[CH:17][CH:16]=1. Reported procedure: The title compound was prepared from {4-[3-(trifluoromethyl)-4,5,6,7-tetrahydro-1H-indazol-1-yl]phenyl}acetic acid and N-methylphenethylamine using a similar procedure to that described for Example 13, but purified by flash column chromatography eluting from 0-88% ethyl acetate in hexane, followed by mass directed auto-prep.